From a dataset of the Open Reaction Database (ORD), a public repository of structured organic reaction records. describe an organic reaction: reactants, conditions, products, and yield The reactants are ClC=1C=CC(=C(C1)C1=CC(=C(C=C1)C(=O)NC(C)C)F)O[C@H](C(=O)O)C ((2S)-2-[[5-chloro-3′-fluoro-4′-[[(1-methylethyl)amino]carbonyl][1,1′-biphenyl]-2-yl]oxy]-propanoic acid), B(O)(O)C1=C(O[C@H](C(=O)O)C)C=CC(=C1)C(F)(F)F ((2S)-2-[2-borono-4-(trifluoromethyl)phenoxy]-propanoic acid). The product is FC=1C=C(C=CC1C(=O)NC(C)C)C1=C(C=CC(=C1)C(F)(F)F)O[C@H](C(=O)O)C ((2S)-2-[[3′-fluoro-4′-[[(1-methylethyl)amino]carbonyl]-5-(trifluoromethyl)[1,1′-biphenyl]-2-yl]oxy]-propanoic acid). As a reaction SMILES: Cl[C:2]1[CH:3]=[CH:4][C:5]([O:21][C@@H:22]([CH3:26])[C:23]([OH:25])=[O:24])=[C:6]([C:8]2[CH:13]=[CH:12][C:11]([C:14]([NH:16][CH:17]([CH3:19])[CH3:18])=[O:15])=[C:10]([F:20])[CH:9]=2)[CH:7]=1.B(C1C=C([C:42]([F:45])([F:44])[F:43])C=CC=1O[C@@H](C)C(O)=O)(O)O>>[F:20][C:10]1[CH:9]=[C:8]([C:6]2[CH:7]=[C:2]([C:42]([F:45])([F:44])[F:43])[CH:3]=[CH:4][C:5]=2[O:21][C@@H:22]([CH3:26])[C:23]([OH:25])=[O:24])[CH:13]=[CH:12][C:11]=1[C:14]([NH:16][CH:17]([CH3:19])[CH3:18])=[O:15]. Reported procedure: The title compound was prepared using the product of example 34 step a) and (2S)-2-[2-borono-4-(trifluoromethyl)phenoxy]-propanoic acid [WO2004089885] by the method of example 32 step b). Starting materials: C(C)(=O)OC(C=CC1=CC=C(C=C1)C1=NC=C(C=N1)OCC)C (2-[4-(3-acetoxy-1-butenyl)phenyl]-5-ethoxypyrimidine), C (charcoal). The reagents and catalysts are [Pd] (palladium). Solvent: O1CCCC1 (tetrahydrofuran). Yields the product C(C)OC=1C=NC=NC1 (5-(ethoxy)pyrimidine). RXN SMILES: C(OC(C)C=CC1C=CC([C:14]2[N:19]=[CH:18][C:17]([O:20][CH2:21][CH3:22])=[CH:16][N:15]=2)=CC=1)(=O)C.C>[Pd].O1CCCC1>[CH2:21]([O:20][C:17]1[CH:16]=[N:15][CH:14]=[N:19][CH:18]=1)[CH3:22]. Procedure details: 9 g of 2-[4-(3-acetoxy-1-butenyl)phenyl]-5-ethoxypyrimidine, 2 g of palladium on active charcoal (10 wt. %) and 150 ml of tetrahydrofuran were hydrogenated in an analogous manner to Example 1(e) to give 8.2 g of 2-(3-acetoxy-1-butyl)phenyl]-5-(ethoxy)pyrimidine. The reactants are ClC1=CC2=C(SC(S2)=NC2=CC=CC=C2)C=C1 (5-chloro-N-phenyl-1,3-benzodithiol-2-imine), CI (methyl iodide). Run in C1=CC=CC=C1 (benzene). The product is [I-].ClC1=CC2=C(SC(S2)=[N+](C2=CC=CC=C2)C)C=C1 (5-Chloro-N-methyl-N-phenyl-1,3-benzodithiol-2-iminium iodide). RXN SMILES: [Cl:1][C:2]1[CH:17]=[CH:16][C:5]2[S:6][C:7](=[N:9][C:10]3[CH:15]=[CH:14][CH:13]=[CH:12][CH:11]=3)[S:8][C:4]=2[CH:3]=1.[CH3:18][I:19]>C1C=CC=CC=1>[I-:19].[Cl:1][C:2]1[CH:17]=[CH:16][C:5]2[S:6][C:7](=[N+:9]([CH3:18])[C:10]3[CH:15]=[CH:14][CH:13]=[CH:12][CH:11]=3)[S:8][C:4]=2[CH:3]=1 |f:3.4|. Procedure details: A solution of 5-chloro-N-phenyl-1,3-benzodithiol-2-imine (6.0g) and methyl iodide (50 ml, excess) in 200 ml of dry benzene is heated at 50° C for 72 hours. The reaction mixture is filtered and the resultant solid is washed several times with pentane. The solid product is recrystallized from n-amyl alcohol to yield 4.0g of the title compound, melting point 205°-207° C. Starting materials: CCO, Cl, CCOC(=O)c1ccc(-c2ccc(-c3ccc(C(F)(F)F)cc3)o2)cc1, [Na+], C1CCOC1, [OH-], O. The product is O=C(O)c1ccc(-c2ccc(-c3ccc(C(F)(F)F)cc3)o2)cc1. RXN SMILES: [CH3:36][CH2:37][OH:38].[ClH:34].[F:1][C:2]([c:3]1[cH:4][cH:5][c:6](-[c:9]2[cH:10][cH:11][c:12](-[c:14]3[cH:15][cH:16][c:17]([C:18](=[O:19])[O:20][CH2:21][CH3:22])[cH:23][cH:24]3)[o:13]2)[cH:7][cH:8]1)([F:25])[F:26].[Na+:28].[O:29]1[CH2:30][CH2:31][CH2:32][CH2:33]1.[OH-:27].[OH2:35]>>[F:1][C:2]([c:3]1[cH:4][cH:5][c:6](-[c:9]2[cH:10][cH:11][c:12](-[c:14]3[cH:15][cH:16][c:17]([C:18](=[O:19])[OH:20])[cH:23][cH:24]3)[o:13]2)[cH:7][cH:8]1)([F:25])[F:26]. Reactants: FC(C(=O)OCC)=CC1=CC=CC=C1 (ethyl 2-fluoro-3-phenyl-2-propenoate), solution, [H-].C(C(C)C)[Al+]CC(C)C (diisobutyl aluminum hydride), [H-].C(C(C)C)[Al+]CC(C)C (diisobutyl aluminum hydride), CO (MeOH), [H][H] (hydrogen). The solvent is C1=CC=CC=C1 (benzene). Reaction conditions: time 20 minute. Yields the product FC(CO)=CC1=CC=CC=C1 (2-fluoro-3-phenyl-2-propen-1-ol). Reaction SMILES: [F:1][C:2](=[CH:8][C:9]1[CH:14]=[CH:13][CH:12]=[CH:11][CH:10]=1)[C:3](OCC)=[O:4].[H-].C([Al+]CC(C)C)C(C)C.CO.[H][H]>C1C=CC=CC=1>[F:1][C:2](=[CH:8][C:9]1[CH:14]=[CH:13][CH:12]=[CH:11][CH:10]=1)[CH2:3][OH:4] |f:1.2|. Procedure: To a solution of the above ester (1.80 g, 9.27 mmol) in 50 ml benzene is added dripwise at RT a 1.78 M solution of diisobutyl aluminum hydride; stir 20 minutes. Add 3 ml more diisobutyl aluminum hydride. Reaction is worked up by adding MeOH until hydrogen evolution ceases, then extracting in ether/dilute HCl solution. The aqueous layer is extracted 2× with ether. The ether layers are washed with dil. HCl, water and brine, dried (Na2SO4) and evaporated under vacuum to yield 2-fluoro-3-phenyl-2-pr...